describe an organic reaction: reactants, conditions, products, and yield From a dataset of the Open Reaction Database (ORD), a public repository of structured organic reaction records. The reactants are O=C([O-])[O-], CN(C)C=O, ClCCBr, [K+], [K+], O, COc1cc2c(Oc3cc4ccccc4nc3C(C)=O)ccnc2cc1O. Yields the product COc1cc2c(Oc3cc4ccccc4nc3C(C)=O)ccnc2cc1OCCCl. RXN SMILES: [C:28](=[O:29])([O-:30])[O-:31].[CH3:39][N:40]([CH3:41])[CH:42]=[O:43].[Cl:34][CH2:35][CH2:36][Br:37].[K+:32].[K+:33].[OH2:38].[OH:1][c:2]1[c:3]([O:26][CH3:27])[cH:4][c:5]2[c:6]([O:12][c:13]3[c:14]([C:23]([CH3:24])=[O:25])[n:15][c:16]4[cH:17][cH:18][cH:19][cH:20][c:21]4[cH:22]3)[cH:7][cH:8][n:9][c:10]2[cH:11]1>>[O:1]([c:2]1[c:3]([O:26][CH3:27])[cH:4][c:5]2[c:6]([O:12][c:13]3[c:14]([C:23]([CH3:24])=[O:25])[n:15][c:16]4[cH:17][cH:18][cH:19][cH:20][c:21]4[cH:22]3)[cH:7][cH:8][n:9][c:10]2[cH:11]1)[CH2:36][CH2:35][Cl:34].